From a dataset of the Open Reaction Database (ORD), a public repository of structured organic reaction records. describe an organic reaction: reactants, conditions, products, and yield Reactants: [BH4-], O=C(c1ccccc1)c1ccc(Nc2nccc(-c3cnc4ccccn34)n2)cc1, CO, Cl, [Na+]. The product is OC(c1ccccc1)c1ccc(Nc2nccc(-c3cnc4ccccn34)n2)cc1. Reaction SMILES: [BH4-:1].[C:3]([c:4]1[cH:5][cH:6][cH:7][cH:8][cH:9]1)(=[O:10])[c:11]1[cH:12][cH:13][c:14]([NH:15][c:16]2[n:17][cH:18][cH:19][c:20](-[c:22]3[cH:23][n:24][c:25]4[n:26]3[cH:27][cH:28][cH:29][cH:30]4)[n:21]2)[cH:31][cH:32]1.[CH3:34][OH:35].[ClH:33].[Na+:2]>>[CH:3]([c:4]1[cH:5][cH:6][cH:7][cH:8][cH:9]1)([OH:10])[c:11]1[cH:12][cH:13][c:14]([NH:15][c:16]2[n:17][cH:18][cH:19][c:20](-[c:22]3[cH:23][n:24][c:25]4[n:26]3[cH:27][cH:28][cH:29][cH:30]4)[n:21]2)[cH:31][cH:32]1. Reactants: CNC, CCO, CCCc1nc2nc(Cl)nc(C)c2[nH]1. The product is CCCc1nc2nc(N(C)C)nc(C)c2[nH]1. As a reaction SMILES: [CH3:15][NH:16][CH3:17].[CH3:18][CH2:19][OH:20].[Cl:1][c:2]1[n:3][c:4]([CH3:14])[c:5]2[nH:6][c:7]([CH2:11][CH2:12][CH3:13])[n:8][c:9]2[n:10]1>>[c:2]1([N:16]([CH3:15])[CH3:17])[n:3][c:4]([CH3:14])[c:5]2[nH:6][c:7]([CH2:11][CH2:12][CH3:13])[n:8][c:9]2[n:10]1. The reactants are ClC1=C(C2=CC=C(C(=C2C=C1)C(F)(F)F)OC)C(=O)N(CC(=O)OC(C)(C)C)C(=O)OCC (N-[[2-chloro-6-methoxy-5-(trifluoromethyl)-1-naphthalenyl]carbonyl]-N-(ethoxycarbonyl)glycine, 1,1-dimethylethyl ester). Run in O (water), C(=O)O (formic acid), O (water). Conditions: time 3 hour. The product is ClC1=C(C2=CC=C(C(=C2C=C1)C(F)(F)F)OC)C(=O)N(CC(=O)O)C(=O)OCC (N-[[2-Chloro-6-methoxy-5-(trifluoromethyl)-1-naphthalenyl]carbonyl]-N-(ethoxycarbonyl)glycine). Yield: 83.3%. Reaction SMILES: [Cl:1][C:2]1[CH:11]=[CH:10][C:9]2[C:4](=[CH:5][CH:6]=[C:7]([O:16][CH3:17])[C:8]=2[C:12]([F:15])([F:14])[F:13])[C:3]=1[C:18]([N:20]([C:29]([O:31][CH2:32][CH3:33])=[O:30])[CH2:21][C:22]([O:24]C(C)(C)C)=[O:23])=[O:19]>C(O)=O.O>[Cl:1][C:2]1[CH:11]=[CH:10][C:9]2[C:4](=[CH:5][CH:6]=[C:7]([O:16][CH3:17])[C:8]=2[C:12]([F:15])([F:13])[F:14])[C:3]=1[C:18]([N:20]([C:29]([O:31][CH2:32][CH3:33])=[O:30])[CH2:21][C:22]([OH:24])=[O:23])=[O:19]. Procedure details: A suspension of N-[[2-chloro-6-methoxy-5-(trifluoromethyl)-1-naphthalenyl]carbonyl]-N-(ethoxycarbonyl)glycine, 1,1-dimethylethyl ester (3.13 g, 6.39 mmol) in formic acid (120 mL) was stirred for 3 hours at room temperature under a dry nitrogen atmosphere. Dissolution occurred after an hour. The reaction mixture was diluted with water (1.5 L) and extracted with ether. The extracts were combined, washed well with water and concentrated to leave an oil. The oil was diluted with water and extracted ... Starting materials: C(C)(C)(C)C=1C=C(N)C=C(C1OC)I (3-tert-butyl-5-iodo-4-methoxyaniline), N(=C=O)CC(=O)OCC (ethyl isocyanatoacetate). The solvent is O1CCOCC1 (dioxane). Run at time 16 hour. The product is C(C)(C)(C)C=1C=C(C=C(C1OC)I)NC(NCC(=O)OCC)=O (ethyl 2-(3-(3-tert-butyl-5-iodo-4-methoxyphenyl)ureido)acetate). Reaction SMILES: [C:1]([C:5]1[CH:6]=[C:7]([CH:9]=[C:10]([I:14])[C:11]=1[O:12][CH3:13])[NH2:8])([CH3:4])([CH3:3])[CH3:2].[N:15]([CH2:18][C:19]([O:21][CH2:22][CH3:23])=[O:20])=[C:16]=[O:17]>O1CCOCC1>[C:1]([C:5]1[CH:6]=[C:7]([NH:8][C:16](=[O:17])[NH:15][CH2:18][C:19]([O:21][CH2:22][CH3:23])=[O:20])[CH:9]=[C:10]([I:14])[C:11]=1[O:12][CH3:13])([CH3:4])([CH3:2])[CH3:3]. Reported procedure: To a solution of 3-tert-butyl-5-iodo-4-methoxyaniline (458 mg, 1.5 mmol) in dioxane (5 mL) was added ethyl isocyanatoacetate (0.168 mL, 1.500 mmol) dropwise producing a solution that was stirred at room temperature for 16 hours. The reaction mixture was concentrated and the product was triturated in 9:1 hexane/ethyl acetate. The resulting solid was collected by filtration and dried to give the title compound. Reactants: [N+](=O)([O-])C1=CC=CC2=C1C=CO2 (4-nitrobenzofuran), [H][H] (hydrogen), [H][H] (hydrogen), 50. Reagents/catalysts: [Rh] (Rhodium on carbon). Solvent: C(C)O (ethanol). Yields the product O1CCC=2C1=CC=CC2N (2,3-dihydro-4-benzofuranamine). As a reaction SMILES: [N+:1]([C:4]1[C:9]2[CH:10]=[CH:11][O:12][C:8]=2[CH:7]=[CH:6][CH:5]=1)([O-])=O.[H][H]>[Rh].C(O)C>[O:12]1[C:8]2=[CH:7][CH:6]=[CH:5][C:4]([NH2:1])=[C:9]2[CH2:10][CH2:11]1. Procedure details: A mixture of 3.0 g. of 4-nitrobenzofuran, 0.5 g of 5% Rhodium on carbon and 25 ml. of ethanol is hydrogenated in a Parr apparatus at a hydrogen pressure of 50 p.s.i. and temperature of 35°C. until the uptake of hydrogen ceases. The catalyst is removed by filtration and the filtrate evaporated in vacuo to obtain an oil of 2,3-dihydro-4-benzofuranamine. Starting materials: Cl (HCl), [O-]P(=O)([O-])[O-].[K+].[K+].[K+] (K3PO4), O=C[C@@H](O)[C@H](O)[C@@H](O)CO (L-xylose), [O-]S(=O)(=O)[O-].[Mg+2] (MgSO4), CC(=O)C (acetone), OS(=O)(=O)O (H2SO4). Solvent: O (water), O (water), O (water). Conditions: time 12 hour. The product is OC[C@H]1[C@H]([C@@H]2OC(O[C@@H]2O1)(C)C)O ((3aS,5S,6R,6aS)-5-(Hydroxymethyl)-2,2-dimethyltetrahydrofuro[3,2-d][1,3]dioxol-6-ol). Yield: 52.0%. As a reaction SMILES: [O:1]=[CH:2][C@H:3]([C@@H:5]([C@H:7]([CH2:9][OH:10])[OH:8])[OH:6])[OH:4].[O-]S([O-])(=O)=O.[Mg+2].OS(O)(=O)=O.Cl.[O-]P([O-])([O-])=O.[K+].[K+].[K+].[CH3:31][C:32]([CH3:34])=O>O>[OH:1][CH2:2][C@@H:3]1[O:4][C@@H:9]2[C@@H:7]([O:8][C:32]([CH3:34])([CH3:31])[O:10]2)[C@@H:5]1[OH:6] |f:1.2,5.6.7.8|. Procedure details: To a suspension of L-(−)-xylose (133, 19.15 g, 127.5 mmol) and MgSO4 (30.72 g, 255.0 mmol) in acetone (190 mL) was added conc. H2SO4 (1.9 mL) at room temperature. After 12 h, the reaction mixture (all L-(−)-xylose had been consumed) was filtered and the collected solids were washed with acetone (twice, 20 mL per wash). The stirring yellow filtrate was neutralized with NH4OH solution to pH≈9. The suspended solids were removed by filtration. The filtrate was concentrated to afford crude bis-aceton... The reactants are N(N)C1=C2C=C(C(=NC2=CC=N1)C1=CC=C(C=C1)CN1CCC(CC1)C1=NNC(=N1)C1=NC=CC=C1)C1=CC=CC=C1 (5-hydrazino-3-phenyl-2-(4-{[4-(5-pyridin-2-yl-1H-1,2,4-triazol-3-yl)piperidin-1-yl]methyl}phenyl)-1,6-naphthyridine), C(C)(OC)(OC)OC (trimethyl orthoacetate). Solvent: CN(C)C=O (DMF). Run at temperature 100 celsius, time 3 hour. Yields the product CC1=NN=C2C=3C=C(C(=NC3C=CN21)C2=CC=C(C=C2)CN2CCC(CC2)C2=NNC(=N2)C2=NC=CC=C2)C2=CC=CC=C2 (3-methyl-9-phenyl-8-(4-{[4-(5-pyridin-2-yl-1H-1,2,4-triazol-3-yl)piperidin-1-yl]methyl}phenyl)[1,2,4]triazolo[3,4-f]-1,6-naphthyridine). Isolated yield 48.0%. As a reaction SMILES: [NH:1]([C:3]1[N:12]=[CH:11][CH:10]=[C:9]2[C:4]=1[CH:5]=[C:6]([C:37]1[CH:42]=[CH:41][CH:40]=[CH:39][CH:38]=1)[C:7]([C:13]1[CH:18]=[CH:17][C:16]([CH2:19][N:20]3[CH2:25][CH2:24][CH:23]([C:26]4[N:30]=[C:29]([C:31]5[CH:36]=[CH:35][CH:34]=[CH:33][N:32]=5)[NH:28][N:27]=4)[CH2:22][CH2:21]3)=[CH:15][CH:14]=1)=[N:8]2)[NH2:2].[C:43](OC)(OC)(OC)[CH3:44]>CN(C=O)C>[CH3:43][C:44]1[N:12]2[C:3]([C:4]3[CH:5]=[C:6]([C:37]4[CH:38]=[CH:39][CH:40]=[CH:41][CH:42]=4)[C:7]([C:13]4[CH:18]=[CH:17][C:16]([CH2:19][N:20]5[CH2:21][CH2:22][CH:23]([C:26]6[N:30]=[C:29]([C:31]7[CH:36]=[CH:35][CH:34]=[CH:33][N:32]=7)[NH:28][N:27]=6)[CH2:24][CH2:25]5)=[CH:15][CH:14]=4)=[N:8][C:9]=3[CH:10]=[CH:11]2)=[N:1][N:2]=1. Procedure details: To 5-hydrazino-3-phenyl-2-(4-{[4-(5-pyridin-2-yl-1H-1,2,4-triazol-3-yl)piperidin-1-yl]methyl}phenyl)-1,6-naphthyridine (2-1) (55 mg, 0.101 mmol) in DMF (1.0 mL) was added trimethyl orthoacetate (0.63 mL, 5.04 mmol). The reaction mixture was stirred at 100° C. for 3 hours, and then concentrated in vacuo, and chromatographed to furnish the desired 3-methyl-9-phenyl-8-(4-{[4-(5-pyridin-2-yl-1H-1,2,4-triazol-3-yl)piperidin-1-yl]methyl}phenyl)[1,2,4]triazolo[3,4-f]-1,6-naphthyridine (2-2) (28 mg) as ...